This data is from the Open Reaction Database (ORD), a public repository of structured organic reaction records. The task is: describe an organic reaction: reactants, conditions, products, and yield Starting materials: FC(C=1C=C(C(=O)N2CC(C(CC2)N2CCN(CC2)C(C(F)(F)F)=O)C2=CC=C(C=C2)C)C=C(C1)C(F)(F)F)(F)F (1-{4-[1-(3,5-bis-trifluoromethyl-benzoyl)-3-p-tolyl-piperidin-4-yl]-piperazin-1-yl}-2,2,2-trifluoro-ethanone), C1(CC1)C(=O)Cl (cyclopropyl carbonyl chloride). Run in C(Cl)(Cl)Cl (chloroform). Yields the product FC(C=1C=C(C=C(C1)C(F)(F)F)C(=O)N1CC(C(CC1)N1CCN(CC1)C(=O)C1CC1)C1=CC=C(C=C1)C)(F)F ((−)-(3,5-Bis-trifluoromethyl-phenyl)-[4-(4-cyclopropanecarbonyl-piperazin-1-yl)-3-p-tolyl-piperidin-1-yl]-methanone). As a reaction SMILES: [F:1][C:2]([F:41])([F:40])[C:3]1[CH:4]=[C:5]([CH:33]=[C:34]([C:36]([F:39])([F:38])[F:37])[CH:35]=1)[C:6]([N:8]1[CH2:13][CH2:12][CH:11]([N:14]2[CH2:19][CH2:18][N:17]([C:20](=[O:25])[C:21](F)(F)F)[CH2:16][CH2:15]2)[CH:10]([C:26]2[CH:31]=[CH:30][C:29]([CH3:32])=[CH:28][CH:27]=2)[CH2:9]1)=[O:7].[CH:42]1(C(Cl)=O)C[CH2:43]1>C(Cl)(Cl)Cl>[F:39][C:36]([F:37])([F:38])[C:34]1[CH:33]=[C:5]([C:6]([N:8]2[CH2:13][CH2:12][CH:11]([N:14]3[CH2:19][CH2:18][N:17]([C:20]([CH:21]4[CH2:43][CH2:42]4)=[O:25])[CH2:16][CH2:15]3)[CH:10]([C:26]3[CH:27]=[CH:28][C:29]([CH3:32])=[CH:30][CH:31]=3)[CH2:9]2)=[O:7])[CH:4]=[C:3]([C:2]([F:1])([F:40])[F:41])[CH:35]=1. Procedure details: The title compound, MS: m/e=568.3 (M+H+), [α]58920=−6.48 (c=0.4012, chloroform), was prepared in accordance with the general method of example 102 (part1) and example 38 from (−)-(1-{4-[1-(3,5-bis-trifluoromethyl-benzoyl)-3-p-tolyl-piperidin-4-yl]-piperazin-1-yl}-2,2,2-trifluoro-ethanone and cyclopropyl carbonyl chloride. The reactants are C(\C=C\C)(=O)Cl (trans-Crotonoyl chloride), C(C1=CC=CC=C1)[C@H]1NC(OC1)=O ((R)-4-benzyl-2-oxazolidinone). Yields the product C/C=C/C(=O)N1C(OC[C@H]1CC1=CC=CC=C1)=O (3-(trans-3-methyl-2-propenoyl)-4-(R)-benzyl-2-oxazolidinone). Reaction SMILES: [C:1](Cl)(=[O:5])/[CH:2]=[CH:3]/[CH3:4].[CH2:7]([C@@H:14]1[CH2:18][O:17][C:16](=[O:19])[NH:15]1)[C:8]1[CH:13]=[CH:12][CH:11]=[CH:10][CH:9]=1>>[CH3:4]/[CH:3]=[CH:2]/[C:1]([N:15]1[C@H:14]([CH2:7][C:8]2[CH:13]=[CH:12][CH:11]=[CH:10][CH:9]=2)[CH2:18][O:17][C:16]1=[O:19])=[O:5]. Reported procedure: trans-Crotonoyl chloride (Aldrich) was coupled with (R)-4-benzyl-2-oxazolidinone according to the procedure of Example 1c to afford the title compound.